From a dataset of the Open Reaction Database (ORD), a public repository of structured organic reaction records. describe an organic reaction: reactants, conditions, products, and yield Reaction SMILES: [O:10]=[Ca:11].[OH:1][c:2]1[c:3]([CH2:4][OH:5])[cH:6][cH:7][cH:8][cH:9]1.[P:26](=[S:27])([Cl:28])([Cl:29])[Cl:30].[cH:12]1[cH:13][c:14]2[c:15]([n:16][c:17]3[c:18]([cH:19]2)[cH:20][cH:21][cH:22][cH:23]3)[cH:24][cH:25]1.[cH:31]1[cH:32][cH:33][cH:34][cH:35][cH:36]1>>[O:1]1[c:2]2[c:3]([cH:6][cH:7][cH:8][cH:9]2)[CH2:4][O:5][P:26]1(=[S:27])[Cl:28]. Product: S=P1(Cl)OCc2ccccc2O1. The reactants are O=[Ca], OCc1ccccc1O, S=P(Cl)(Cl)Cl, c1ccc2nc3ccccc3cc2c1, c1ccccc1. Procedure: Prepared from Example 13, using 3,4-methylenedioxybenzyl bromide to alkylate 6-[4-(piperidin-4-yl)-phenyl]-pyridin-2-ylamine, in 82%, mp 150-165° C. as the hydrochloride salt. As a reaction SMILES: [CH2:1]1[O:11][C:10]2[CH:9]=[CH:8][C:5]([CH2:6]Br)=[CH:4][C:3]=2[O:2]1.[NH:12]1[CH2:17][CH2:16][CH:15]([C:18]2[CH:23]=[CH:22][C:21]([C:24]3[N:29]=[C:28]([NH2:30])[CH:27]=[CH:26][CH:25]=3)=[CH:20][CH:19]=2)[CH2:14][CH2:13]1>>[CH2:1]1[O:11][C:10]2[CH:9]=[CH:8][C:5]([CH2:6][N:12]3[CH2:17][CH2:16][CH:15]([C:18]4[CH:19]=[CH:20][C:21]([C:24]5[N:29]=[C:28]([NH2:30])[CH:27]=[CH:26][CH:25]=5)=[CH:22][CH:23]=4)[CH2:14][CH2:13]3)=[CH:4][C:3]=2[O:2]1. Product: C1OC=2C=C(CN3CCC(CC3)C3=CC=C(C=C3)C3=CC=CC(=N3)N)C=CC2O1 (6-[(N-(3,4-Methylenedioxybenzyl))-4-(piperidin-4-yl)-phenyl]-pyridin-2-ylamine). Starting materials: C1OC=2C=C(CBr)C=CC2O1 (3,4-methylenedioxybenzyl bromide), N1CCC(CC1)C1=CC=C(C=C1)C1=CC=CC(=N1)N (6-[4-(piperidin-4-yl)-phenyl]-pyridin-2-ylamine), hydrochloride salt.